Dataset: the Open Reaction Database (ORD), a public repository of structured organic reaction records. Task: describe an organic reaction: reactants, conditions, products, and yield Starting materials: ClB(Cl)Cl, O=C([O-])O, CO, ClCCl, CC(C)(C)[Si](C)(C)Oc1ccc2c(c1)CCC(c1ccc(O[Si](C)(C)C(C)(C)C)cc1N(CCOCc1ccccc1)Cc1ccc(OCCN3CCCCCC3)cc1)C2, [Na+]. Product: CC(C)(C)[Si](C)(C)Oc1ccc2c(c1)CCC(c1ccc(O[Si](C)(C)C(C)(C)C)cc1N(CCO)Cc1ccc(OCCN3CCCCCC3)cc1)C2. RXN SMILES: [B:61]([Cl:62])([Cl:63])[Cl:64].[C:70](=[O:71])([OH:72])[O-:73].[CH3:65][OH:66].[Cl:67][CH2:68][Cl:69].[N:1]1([CH2:8][CH2:9][O:10][c:11]2[cH:12][cH:13][c:14]([CH2:15][N:16]([c:17]3[c:18]([CH:31]4[CH2:32][c:33]5[cH:34][cH:35][c:36]([O:41][Si:42]([CH3:43])([CH3:44])[C:45]([CH3:46])([CH3:47])[CH3:48])[cH:37][c:38]5[CH2:39][CH2:40]4)[cH:19][cH:20][c:21]([O:23][Si:24]([CH3:25])([CH3:26])[C:27]([CH3:28])([CH3:29])[CH3:30])[cH:22]3)[CH2:49][CH2:50][O:51][CH2:52][c:53]3[cH:54][cH:55][cH:56][cH:57][cH:58]3)[cH:59][cH:60]2)[CH2:2][CH2:3][CH2:4][CH2:5][CH2:6][CH2:7]1.[Na+:74]>>[N:1]1([CH2:8][CH2:9][O:10][c:11]2[cH:12][cH:13][c:14]([CH2:15][N:16]([c:17]3[c:18]([CH:31]4[CH2:32][c:33]5[cH:34][cH:35][c:36]([O:41][Si:42]([CH3:43])([CH3:44])[C:45]([CH3:46])([CH3:47])[CH3:48])[cH:37][c:38]5[CH2:39][CH2:40]4)[cH:19][cH:20][c:21]([O:23][Si:24]([CH3:25])([CH3:26])[C:27]([CH3:28])([CH3:29])[CH3:30])[cH:22]3)[CH2:49][CH2:50][OH:51])[cH:59][cH:60]2)[CH2:2][CH2:3][CH2:4][CH2:5][CH2:6][CH2:7]1. Starting materials: Cl (hydrochloride), C(#N)C(C(=O)OCC)(C1CCN(CC1)CC1=CC=CC=C1)C (ethyl α-cyano-α-methyl-1-(phenylmethyl)-4-piperidineacetate), [OH-].[Na+] (sodium hydroxide). Reaction conditions: time 8 hour. Product: 16, Cl.CC(C#N)C1CCN(CC1)CC1=CC=CC=C1 (α-methyl-1-(phenylmethyl)-4-piperidineacetonitrile monohydrochloride). Yield: 30.3%. RXN SMILES: [C:1]([C:3](C)([CH:9]1[CH2:14][CH2:13][N:12]([CH2:15][C:16]2[CH:21]=[CH:20][CH:19]=[CH:18][CH:17]=2)[CH2:11][CH2:10]1)[C:4](OCC)=O)#[N:2].[OH-].[Na+].[ClH:25]>>[ClH:25].[CH3:4][CH:3]([CH:9]1[CH2:10][CH2:11][N:12]([CH2:15][C:16]2[CH:17]=[CH:18][CH:19]=[CH:20][CH:21]=2)[CH2:13][CH2:14]1)[C:1]#[N:2] |f:1.2,4.5|. Procedure details: To 45 parts of cooled ethyl α-cyano-α-methyl-1-(phenylmethyl)-4-piperidineacetate were added 250 parts of a sodium hydroxide solution 2N. After stirring overnight at room temperature, the reaction mixture was cooled, neutralized with hydrochloride acid and then evaporated. The residue was taken up in 45 parts of N,N-dimethylacetamide and the whole was heated for 5 hours at 150° C. and then evaporated again, yielding 16 parts (30.3%) of α-methyl-1-(phenylmethyl)-4-piperidineacetonitrile monohydro... The solvent is CCO (EtOH). RXN SMILES: C[CH2:2][O-:3].[Na+].C(OCC)=O.[C:10]1([C:16]([CH2:18][C:19]2[CH:24]=[CH:23][CH:22]=[CH:21][CH:20]=2)=[O:17])[CH:15]=[CH:14][CH:13]=[CH:12][CH:11]=1>CCO>[OH:17]/[C:16](/[C:10]1[CH:11]=[CH:12][CH:13]=[CH:14][CH:15]=1)=[C:18](/[C:19]1[CH:20]=[CH:21][CH:22]=[CH:23][CH:24]=1)\[CH:2]=[O:3] |f:0.1|. The product is O\C(=C(/C=O)\C1=CC=CC=C1)\C1=CC=CC=C1 ((Z)-3-Hydroxy-2,3-diphenyl-propenal). Conditions: temperature 2.5 celsius, time 3 hour. Reported procedure: To a cooled solution of NaOEt (763 mg, 11.21 mmol) in EtOH (100 ml) was added ethyl formate (0.91 ml, 11.21 mmol) dropwise. The resulting mixture is allowed to stand for 3 hours at 0 to 5° C., and then deoxybenzoin (2 g, 10.19 mmol) was added. The mixture was stirred for 2 hours at 0 to 5° C. and then placed in the refrigerator for 4 days. After the mixture was stirred overnight at room temperature, it was poured into ice-water, and acidified, and extracted with CH2Cl2. The organic layer was was... Starting materials: CC[O-].[Na+] (NaOEt), C(=O)OCC (ethyl formate), ice water, C1(=CC=CC=C1)C(=O)CC1=CC=CC=C1 (deoxybenzoin). Run at time 21 hour. As a reaction SMILES: [Cl:1][C:2]1[C:7]([F:8])=[CH:6][C:5]([C:9]2[N:10]=[C:11]([N:18]3[CH2:23][CH2:22][NH:21][CH2:20][CH2:19]3)[C:12]3[S:17][CH:16]=[CH:15][C:13]=3[N:14]=2)=[C:4]([F:24])[CH:3]=1.[CH2:25]1[O:27][C@@H:26]1[CH2:28][OH:29].C1COCC1.[ClH:35].O1CCOCC1>CCO>[ClH:1].[ClH:35].[Cl:1][C:2]1[C:7]([F:8])=[CH:6][C:5]([C:9]2[N:10]=[C:11]([N:18]3[CH2:19][CH2:20][N:21]([CH2:25][C@H:26]([OH:27])[CH2:28][OH:29])[CH2:22][CH2:23]3)[C:12]3[S:17][CH:16]=[CH:15][C:13]=3[N:14]=2)=[C:4]([F:24])[CH:3]=1 |f:3.4,6.7.8|. Reactants: ClC1=CC(=C(C=C1F)C=1N=C(C2=C(N1)C=CS2)N2CCNCC2)F (2-(4-chloro-2,5-difluorophenyl)-4-piperazine-1-ylthieno[3,2-d]pyrimidine), C1[C@H](O1)CO ((R)-glycidol), C1CCOC1 (THF), Cl.O1CCOCC1 (HCl dioxane). Reported procedure: A mixture of 870 mg of 2-(4-chloro-2,5-difluorophenyl)-4-piperazine-1-ylthieno[3,2-d]pyrimidine, 1.08 ml of (R)-glycidol and 15 ml of THF was stirred for 21 hours heated to reflux. The reaction mixture was concentrated under reduced pressure and the obtained residue was purified by silica gel column chromatography (chloroform-MeOH) to give a foam-like substance. After the obtained foam-like substance was dissolved in 10 ml of EtOH and was added to 2 ml of 4M HCl-dioxane solution, it was concentr... Yields the product Cl.Cl.ClC1=CC(=C(C=C1F)C=1N=C(C2=C(N1)C=CS2)N2CCN(CC2)C[C@@H](CO)O)F ((S)-3-{4-[2-(4-chloro-2,5-difluorophenyl)thieno[3,2-d]pyrimidine-4-yl]piperazine-1-yl}propane-1,2-diol dihydrochloride). Run in CCO (EtOH). Reactants: Cl.CON (O-methylhydroxylamine hydrochloride), BrC1=C(C=CC=C1)C(C(=O)OC)=O (methyl 2-bromophenylglyoxylate). The solvent is CO (methanol). Yields the product CON=C(C(=O)OC)C1=C(C=CC=C1)Br (2-Bromophenylglyoxylic Acid Methyl Ester-O-methyloxime). As a reaction SMILES: Cl.[CH3:2][O:3][NH2:4].[Br:5][C:6]1[CH:11]=[CH:10][CH:9]=[CH:8][C:7]=1[C:12](=O)[C:13]([O:15][CH3:16])=[O:14]>CO>[CH3:2][O:3][N:4]=[C:12]([C:7]1[CH:8]=[CH:9][CH:10]=[CH:11][C:6]=1[Br:5])[C:13]([O:15][CH3:16])=[O:14] |f:0.1|. Procedure: 5.2 g (62 mmol) of O-methylhydroxylamine hydrochloride is added to a solution of 10 g (41 mmol) of methyl 2-bromophenylglyoxylate in 30 ml of methanol, and the mixture is refluxed for 2 hours. The mixture is evaporated down, and the residue is taken up in ethyl acetate and washed with water. After drying and evaporating down, there remains 6.9 g (62%) of compound E. The product is ClC1=CC=C(C=C1)C1=C(C(=NN1C1=C(C=C(C=C1)Cl)Cl)C(=O)Cl)C (5-(4-chlorophenyl)-1-(2,4-dichlorophenyl)-4-methyl-1H-pyrazole-3-carbonyl chloride). The reactants are S(=O)(Cl)Cl (Thionyl chloride), ClC1=CC=C(C=C1)C1=C(C(=NN1C1=C(C=C(C=C1)Cl)Cl)C(=O)O)C (5-(4-chlorophenyl)-1-(2,4-dichlorophenyl)-4-methyl-1H-pyrazole-3-carboxylic acid). Run in C1(=CC=CC=C1)C (toluene). Procedure: Thionyl chloride (1.3 ml, 22.0 mmol) was added to a solution of 5-(4-chlorophenyl)-1-(2,4-dichlorophenyl)-4-methyl-1H-pyrazole-3-carboxylic acid (2.09 g, 5.5 mmol) in toluene (50 ml) maintained at room temperature. The mixture was refluxed at 110° C. for 2 hours and then cooled to room temperature. The resulting solution was evaporated and dried under a vacuum to produce crude 5-(4-chlorophenyl)-1-(2,4-dichlorophenyl)-4-methyl-1H-pyrazole-3-carbonyl chloride, which are not further purified. 27% ... Reaction SMILES: S(Cl)([Cl:3])=O.[Cl:5][C:6]1[CH:11]=[CH:10][C:9]([C:12]2[N:16]([C:17]3[CH:22]=[CH:21][C:20]([Cl:23])=[CH:19][C:18]=3[Cl:24])[N:15]=[C:14]([C:25]([OH:27])=O)[C:13]=2[CH3:28])=[CH:8][CH:7]=1>C1(C)C=CC=CC=1>[Cl:5][C:6]1[CH:7]=[CH:8][C:9]([C:12]2[N:16]([C:17]3[CH:22]=[CH:21][C:20]([Cl:23])=[CH:19][C:18]=3[Cl:24])[N:15]=[C:14]([C:25]([Cl:3])=[O:27])[C:13]=2[CH3:28])=[CH:10][CH:11]=1.